Dataset: the Open Reaction Database (ORD), a public repository of structured organic reaction records. Task: describe an organic reaction: reactants, conditions, products, and yield The reactants are COc1cc(CCl)cc(OC)c1OC, [C-]#[N+]C(CC)c1cccs1. Product: [C-]#[N+]C(CC)(Cc1cc(OC)c(OC)c(OC)c1)c1cccs1. As a reaction SMILES: [CH3:11][O:12][c:13]1[cH:14][c:15]([CH2:16][Cl:17])[cH:18][c:19]([O:23][CH3:24])[c:20]1[O:21][CH3:22].[s:1]1[c:2]([CH:6]([CH2:7][CH3:8])[N+:9]#[C-:10])[cH:3][cH:4][cH:5]1>>[s:1]1[c:2]([C:6]([CH2:7][CH3:8])([N+:9]#[C-:10])[CH2:16][c:15]2[cH:14][c:13]([O:12][CH3:11])[c:20]([O:21][CH3:22])[c:19]([O:23][CH3:24])[cH:18]2)[cH:3][cH:4][cH:5]1. Starting materials: CC(=O)N1C(C(=O)c2cn(C(=O)OC(C)(C)C)c3ccccc23)CSC1c1cccnc1, CC(C)(C)OC(=O)n1cc(C(=O)C2CSC(c3cccnc3)N2C=O)c2ccccc21. The product is CC(=O)N1C(C(=O)c2c[nH]c3ccccc23)CSC1c1cccnc1. Reaction SMILES: [C:1]([O:2][C:3](=[O:4])[n:8]1[cH:9][c:10]([C:17](=[O:18])[CH:19]2[N:20]([C:30]([CH3:31])=[O:32])[CH:21]([c:24]3[cH:25][n:26][cH:27][cH:28][cH:29]3)[S:22][CH2:23]2)[c:11]2[cH:12][cH:13][cH:14][cH:15][c:16]12)([CH3:5])([CH3:6])[CH3:7].[C:33]([O:34][C:35]([n:36]1[c:37]2[c:38]([cH:39][cH:40][cH:41][cH:42]2)[c:43]([C:44]([CH:45]2[CH2:46][S:47][CH:48]([c:49]3[cH:50][n:51][cH:52][cH:53][cH:54]3)[N:55]2[CH:56]=[O:57])=[O:58])[cH:59]1)=[O:60])([CH3:61])([CH3:62])[CH3:63]>>[nH:8]1[cH:9][c:10]([C:17](=[O:18])[CH:19]2[N:20]([C:30]([CH3:31])=[O:32])[CH:21]([c:24]3[cH:25][n:26][cH:27][cH:28][cH:29]3)[S:22][CH2:23]2)[c:11]2[cH:12][cH:13][cH:14][cH:15][c:16]12. Starting materials: Cc1c(Cn2c(C)nc3c(Br)cc(N4CCOCC4)cc32)cccc1C(F)(F)F, COCCOC, [Na+], [Na+], O=C([O-])[O-], O, OB(O)c1ccco1. The product is Cc1c(Cn2c(C)nc3c(-c4ccco4)cc(N4CCOCC4)cc32)cccc1C(F)(F)F. RXN SMILES: [Br:1][c:2]1[cH:3][c:4]([N:24]2[CH2:25][CH2:26][O:27][CH2:28][CH2:29]2)[cH:5][c:6]2[n:7]([CH2:12][c:13]3[c:14]([CH3:23])[c:15]([C:19]([F:20])([F:21])[F:22])[cH:16][cH:17][cH:18]3)[c:8]([CH3:11])[n:9][c:10]12.[CH3:44][O:45][CH2:46][CH2:47][O:48][CH3:49].[Na+:38].[Na+:39].[O-:40][C:41](=[O:42])[O-:43].[OH2:50].[o:30]1[c:31]([B:35]([OH:36])[OH:37])[cH:32][cH:33][cH:34]1>>[c:2]1(-[c:31]2[o:30][cH:34][cH:33][cH:32]2)[cH:3][c:4]([N:24]2[CH2:25][CH2:26][O:27][CH2:28][CH2:29]2)[cH:5][c:6]2[n:7]([CH2:12][c:13]3[c:14]([CH3:23])[c:15]([C:19]([F:20])([F:21])[F:22])[cH:16][cH:17][cH:18]3)[c:8]([CH3:11])[n:9][c:10]12.